Task: describe an organic reaction: reactants, conditions, products, and yield. Dataset: the Open Reaction Database (ORD), a public repository of structured organic reaction records Reactants: C(C)(C)(C)NC1=C(C=C(C=C1)C=1C(=NC(=NC1)N)OC)[N+](=O)[O-] (5-(4-tert-Butylamino-3-nitro-phenyl)-4-methoxy-pyrimidin-2-ylamine), C(=O)[O-].[NH4+] (ammonium formate). Reagents/catalysts: [Zn] (zinc). The solvent is CO (MeOH). Conditions: temperature 50 celsius, time 1 hour. Product: NC1=NC=C(C(=N1)OC)C=1C=C(C(=CC1)NC(C)(C)C)N (4-(2-amino-4-methoxy-pyrimidin-5-yl)-N1-tert-butyl-benzene-1,2-diamine). Isolated yield 86.8%. Reaction SMILES: [C:1]([NH:5][C:6]1[CH:11]=[CH:10][C:9]([C:12]2[C:13]([O:19][CH3:20])=[N:14][C:15]([NH2:18])=[N:16][CH:17]=2)=[CH:8][C:7]=1[N+:21]([O-])=O)([CH3:4])([CH3:3])[CH3:2].C([O-])=O.[NH4+]>CO.[Zn]>[NH2:18][C:15]1[N:14]=[C:13]([O:19][CH3:20])[C:12]([C:9]2[CH:8]=[C:7]([NH2:21])[C:6]([NH:5][C:1]([CH3:3])([CH3:2])[CH3:4])=[CH:11][CH:10]=2)=[CH:17][N:16]=1 |f:1.2|. Procedure: To a round bottom flask is added 5-(4-tert-Butylamino-3-nitro-phenyl)-4-methoxy-pyrimidin-2-ylamine (150 mg, 0.473 mmol) in MeOH (5 mL), followed by the addition of ammonium formate (268 mg, 4.25 mmol) and of zinc dust (154 mg, 2.37 mmol). The reaction mixture is stirred at 50° C. for 1 hour. The reaction mixture is filtered through diatomaceous earth, washing with MeOH. The filtrate is concentrated in vacuo. The residue is diluted with EtOAc, washed with water, dried with Na2SO4, filtered and c...